describe an organic reaction: reactants, conditions, products, and yield From a dataset of the Open Reaction Database (ORD), a public repository of structured organic reaction records. The reactants are Cl (Hydrochloric acid), [Mg] (Magnesium), C1CCOC1 (THF), C(C)(=O)OC1=C(C=CC=C1C)C(CCBr)Br (2-(1,3-dibromopropyl)-6-methylphenyl acetate), C1CCOC1 (THF). The reagents and catalysts are II (Iodine). Run in O (water). Conditions: time 30 minute. The product is C(C)(=O)OC1=C(C=CC=C1C)C1CC1 (2-cyclopropyl-6-methylphenyl acetate). Yield: 113.5%. As a reaction SMILES: [Mg].C1COCC1.[C:7]([O:10][C:11]1[C:16]([CH3:17])=[CH:15][CH:14]=[CH:13][C:12]=1[CH:18](Br)[CH2:19][CH2:20]Br)(=[O:9])[CH3:8].Cl>O.II>[C:7]([O:10][C:11]1[C:16]([CH3:17])=[CH:15][CH:14]=[CH:13][C:12]=1[CH:18]1[CH2:20][CH2:19]1)(=[O:9])[CH3:8]. Reported procedure: A 500 ml four-necked round-bottomed flask was equipped with a magnetic stirrer bar, a thermometer, a reflux condenser and a drying tube. Magnesium (2.50 g, 102.8 mmol) and anhydrous THF (30 ml) were added thereto under a nitrogen atmosphere. Iodine (63 mg) was added to the mixture and the mixture was stirred at room temperature for 30 minutes. Subsequently, 2-(1,3-dibromopropyl)-6-methylphenyl acetate (30.0 g, 85.7 mmol) and anhydrous THF (90 ml) were added to the mixture at 80° C. over 15 minut... Reactants: O=C1C(=CNC2=CC=CC=C12)C(=O)OCC (Ethyl 4-oxo-1,4-dihydroquinoline-3-carboxylate), P(=O)(Cl)(Cl)Cl (phosphorus oxychloride), FC1=C(C=CC=C1)NN (2-fluorophenylhydrazine), C([O-])([O-])=O.[K+].[K+] (potassium carbonate). The solvent is O (water), C(C)(=O)OCC (ethyl acetate). Reaction conditions: time 14 hour. The product is FC1=C(C=CC=C1)N1N=C2C(=CNC=3C=CC=CC23)C1=O (2-(2-fluorophenyl)-2,5-dihydro-3H-pyrazolo[4,3-c]quinolin-3-one). As a reaction SMILES: O=[C:2]1[C:11]2[C:6](=[CH:7][CH:8]=[CH:9][CH:10]=2)[NH:5][CH:4]=[C:3]1[C:12]([O:14]CC)=O.P(Cl)(Cl)(Cl)=O.[F:22][C:23]1[CH:28]=[CH:27][CH:26]=[CH:25][C:24]=1[NH:29][NH2:30].C(=O)([O-])[O-].[K+].[K+]>O.C(OCC)(=O)C>[F:22][C:23]1[CH:28]=[CH:27][CH:26]=[CH:25][C:24]=1[N:29]1[C:12](=[O:14])[C:3]2=[CH:4][NH:5][C:6]3[CH:7]=[CH:8][CH:9]=[CH:10][C:11]=3[C:2]2=[N:30]1 |f:3.4.5|. Procedure: Ethyl 4-oxo-1,4-dihydroquinoline-3-carboxylate (3.8 g, 17 mmol) was dissolved in phosphorus oxychloride (25 mL, 0.26 mol, 15 equiv) and stirred at ambient temperature for 14 hours. The mixture was concentrated in vacuo and the residue was concentrated from toluene (3×25 mL). The resulting residue was dissolved in 1,2-dimethoxyethane (60 mL) and degassed N,N-dimethylformamide (10 mL) and treated with 2-fluorophenylhydrazine (4.4 g, 35 mmol, 2 equiv) and potassium carbonate (12 g, 87 mmol, 5 equiv... The reactants are ClC1=C(C(=O)OC)C=C(C=C1)[N+](=O)[O-] (methyl 2-chloro-5-nitrobenzoate), sand. Reagents/catalysts: [Cu] (copper). Run at temperature 220 celsius. The product is C(=O)(OC)C1=C(C=CC(=C1)[N+](=O)[O-])C1=C(C=C(C=C1)[N+](=O)[O-])C(=O)OC (2,2'-Bis(carbomethoxy)-4,4'-dinitrobiphenyl). Isolated yield 45.0%. Reaction SMILES: Cl[C:2]1[CH:11]=[CH:10][C:9]([N+:12]([O-:14])=[O:13])=[CH:8][C:3]=1[C:4]([O:6][CH3:7])=[O:5]>[Cu]>[C:4]([C:3]1[CH:8]=[C:9]([N+:12]([O-:14])=[O:13])[CH:10]=[CH:11][C:2]=1[C:2]1[CH:11]=[CH:10][C:9]([N+:12]([O-:14])=[O:13])=[CH:8][C:3]=1[C:4]([O:6][CH3:7])=[O:5])([O:6][CH3:7])=[O:5]. Procedure details: A mixture of methyl 2-chloro-5-nitrobenzoate (66.5 g, 0.309 mol) and sand (200 g) is added to a 500 ml, three-necked round-bottom flask equipped with an overhead stirrer, condenser and a nitrogen inlet tube. After the mixture is heated to 220° C. under nitrogen with stirring, activated copper (50.0 g) is added gradually during 1 hour. The reaction mixture is stirred at 220° C. under nitrogen for another 3 hours, and the mixture is then extracted with boiling acetone, and filtered while hot to re... The reactants are C(C)(=O)NC1(CCN(CC1)CC1=CC=CC=C1)C (4-acetylamino-1-benzyl-4-methylpiperidine). Run in Cl (hydrochloric acid). Product: NC1(CCN(CC1)CC1=CC=CC=C1)C (4-Amino-1-benzyl-4-methylpiperidine). As a reaction SMILES: C([NH:4][C:5]1([CH3:18])[CH2:10][CH2:9][N:8]([CH2:11][C:12]2[CH:17]=[CH:16][CH:15]=[CH:14][CH:13]=2)[CH2:7][CH2:6]1)(=O)C>Cl>[NH2:4][C:5]1([CH3:18])[CH2:10][CH2:9][N:8]([CH2:11][C:12]2[CH:17]=[CH:16][CH:15]=[CH:14][CH:13]=2)[CH2:7][CH2:6]1. Reported procedure: 39.4 g of 4-acetylamino-1-benzyl-4-methylpiperidine are heated to boiling in 400 ml of concentrated hydrochloric acid for 3 days. After evaporation to half the volume in a rotary evaporator, the pH is adjusted to 12 with 50% strength sodium hydroxide solution while cooling. The mixture is extracted three times with methylene chloride. The combined organic phases are then dried over sodium sulphate, and the solvent is distilled off in a rotary evaporator. The residue is employed without further p... Reactants: CC[N+](CC)(CC)Cc1ccccc1, C1CCOC1, CCOC(C)=O, [Cl-], Cn1cncc1C(O)c1ccc2[nH]c(=O)cc(-c3cccc(Cl)c3)c2c1, CI, [Na+], [OH-]. Yields the product Cn1cncc1C(O)c1ccc2c(c1)c(-c1cccc(Cl)c1)cc(=O)n2C. RXN SMILES: [CH2:36]([N+:37]([CH2:38][CH3:39])([CH2:40][CH3:41])[CH2:42][CH3:43])[c:44]1[cH:45][cH:46][cH:47][cH:48][cH:49]1.[CH2:50]1[O:51][CH2:52][CH2:53][CH2:54]1.[CH3:29][CH2:30][O:31][C:32]([CH3:33])=[O:34].[Cl-:35].[Cl:1][c:2]1[cH:3][c:4](-[c:8]2[cH:9][c:10](=[O:26])[nH:11][c:12]3[cH:13][cH:14][c:15]([CH:18]([c:19]4[cH:20][n:21][cH:22][n:23]4[CH3:24])[OH:25])[cH:16][c:17]23)[cH:5][cH:6][cH:7]1.[I:27][CH3:28].[Na+:56].[OH-:55]>>[Cl:1][c:2]1[cH:3][c:4](-[c:8]2[cH:9][c:10](=[O:26])[n:11]([CH3:29])[c:12]3[cH:13][cH:14][c:15]([CH:18]([c:19]4[cH:20][n:21][cH:22][n:23]4[CH3:24])[OH:25])[cH:16][c:17]23)[cH:5][cH:6][cH:7]1. Starting materials: C1(=CC=C(C=C1)N1N=C(C=C1N)C1(CC1)C(F)(F)F)C (1-p-tolyl-3-(1-(trifluoromethyl)cyclopropyl)-1H-pyrazol-5-amine), C(=O)([O-])[O-].[K+].[K+] (K2CO3), ClC(=O)OC1=CC=CC=C1 (phenyl chloroformate). The solvent is C(Cl)Cl (DCM). Reaction conditions: time 8 hour. Yields the product C1(=CC=C(C=C1)N1N=C(C=C1NC(OC1=CC=CC=C1)=O)C1(CC1)C(F)(F)F)C (phenyl 1-p-tolyl-3-(1-(trifluoromethyl)cyclopropyl)-1H-pyrazol-5-ylcarbamate). Isolated yield 129.6%. Reaction SMILES: [C:1]1([CH3:20])[CH:6]=[CH:5][C:4]([N:7]2[C:11]([NH2:12])=[CH:10][C:9]([C:13]3([C:16]([F:19])([F:18])[F:17])[CH2:15][CH2:14]3)=[N:8]2)=[CH:3][CH:2]=1.C([O-])([O-])=O.[K+].[K+].Cl[C:28]([O:30][C:31]1[CH:36]=[CH:35][CH:34]=[CH:33][CH:32]=1)=[O:29]>C(Cl)Cl>[C:1]1([CH3:20])[CH:2]=[CH:3][C:4]([N:7]2[C:11]([NH:12][C:28](=[O:29])[O:30][C:31]3[CH:36]=[CH:35][CH:34]=[CH:33][CH:32]=3)=[CH:10][C:9]([C:13]3([C:16]([F:18])([F:19])[F:17])[CH2:15][CH2:14]3)=[N:8]2)=[CH:5][CH:6]=1 |f:1.2.3|. Reported procedure: To a solution of 1-p-tolyl-3-(1-(trifluoromethyl)cyclopropyl)-1H-pyrazol-5-amine (574 mg, 2.0 mmol) in DCM (20 mL) was added K2CO3 (423 mg, 3.06 mmol) and phenyl chloroformate (386 μL, 3.06 mmol). The solution was stirred at rt overnight. The reaction mixture was filtered and the solids washed with DCM, the filtrate concentrated and purified using silica gel chromatography eluting with an EtOAC/Hexane gradient (5-20%) to give phenyl 1-p-tolyl-3-(1-(trifluoromethyl)cyclopropyl)-1H-pyrazol-5-ylcar...